This data is from the Open Reaction Database (ORD), a public repository of structured organic reaction records. The task is: describe an organic reaction: reactants, conditions, products, and yield The reactants are CCCCP(CCCC)CCCC, CCOC(=O)CCN(C)C(=O)c1ccc(NC(c2oc3ccc(O)cc3c2C)C2CCCCC2)cc1, O=C(N=NC(=O)N1CCCCC1)N1CCCCC1, C1CCOC1, OCc1ccncc1. Product: CCOC(=O)CCN(C)C(=O)c1ccc(NC(c2oc3ccc(OCc4ccncc4)cc3c2C)C2CCCCC2)cc1. RXN SMILES: [CH2:45]([P:46]([CH2:47][CH2:48][CH2:49][CH3:50])[CH2:51][CH2:52][CH2:53][CH3:54])[CH2:55][CH2:56][CH3:57].[CH:1]1([CH:7]([c:8]2[o:9][c:10]3[c:11]([c:12]2[CH3:13])[cH:14][c:15]([OH:18])[cH:16][cH:17]3)[NH:19][c:20]2[cH:21][cH:22][c:23]([C:26](=[O:27])[N:28]([CH2:29][CH2:30][C:31](=[O:32])[O:33][CH2:34][CH3:35])[CH3:36])[cH:24][cH:25]2)[CH2:2][CH2:3][CH2:4][CH2:5][CH2:6]1.[N:58]([C:59]([N:60]1[CH2:61][CH2:62][CH2:63][CH2:64][CH2:65]1)=[O:66])=[N:67][C:68]([N:69]1[CH2:70][CH2:71][CH2:72][CH2:73][CH2:74]1)=[O:75].[O:76]1[CH2:77][CH2:78][CH2:79][CH2:80]1.[n:37]1[cH:38][cH:39][c:40]([CH2:43][OH:44])[cH:41][cH:42]1>>[CH:1]1([CH:7]([c:8]2[o:9][c:10]3[c:11]([c:12]2[CH3:13])[cH:14][c:15]([O:18][CH2:43][c:40]2[cH:39][cH:38][n:37][cH:42][cH:41]2)[cH:16][cH:17]3)[NH:19][c:20]2[cH:21][cH:22][c:23]([C:26](=[O:27])[N:28]([CH2:29][CH2:30][C:31](=[O:32])[O:33][CH2:34][CH3:35])[CH3:36])[cH:24][cH:25]2)[CH2:2][CH2:3][CH2:4][CH2:5][CH2:6]1. The product is O=C(O)CN1C(=O)C2(COc3cc4c(cc32)CCC4)c2ccccc21. Reaction SMILES: [CH2:1]([CH3:2])[CH:3]([C:4](=[O:5])[O-:6])[N:7]1[C:8](=[O:27])[C:9]2([c:10]3[c:11]([cH:14][c:15]4[c:19]([cH:20]3)[CH2:18][CH2:17][CH2:16]4)[O:12][CH2:13]2)[c:21]2[cH:22][cH:23][cH:24][cH:25][c:26]21.[CH2:28]([CH:29]([N:30]1[c:31]2[c:32]([cH:33][cH:34][cH:35][cH:36]2)[C:37]2([c:38]3[cH:39][c:40]4[c:44]([cH:45][c:46]3[O:47][CH2:48]2)[O:43][CH2:42][O:41]4)[C:49]1=[O:50])[C:51]([O-:52])=[O:53])[CH3:54]>>[CH2:3]([C:4](=[O:5])[OH:6])[N:7]1[C:8](=[O:27])[C:9]2([c:10]3[c:11]([cH:14][c:15]4[c:19]([cH:20]3)[CH2:18][CH2:17][CH2:16]4)[O:12][CH2:13]2)[c:21]2[cH:22][cH:23][cH:24][cH:25][c:26]21. The reactants are CCC(C(=O)[O-])N1C(=O)C2(COc3cc4c(cc32)CCC4)c2ccccc21, CCC(C(=O)[O-])N1C(=O)C2(COc3cc4c(cc32)OCO4)c2ccccc21. The reactants are O=C([O-])[O-], Cc1nc(N)cc(Cl)n1, ClCCl, OB(O)c1cccnc1F, [Na+], [Na+], C1COCCO1, O. Yields the product Cc1nc(N)cc(-c2cccnc2F)n1. RXN SMILES: [C:23](=[O:24])([O-:25])[O-:26].[Cl:1][c:2]1[cH:3][c:4]([NH2:9])[n:5][c:6]([CH3:8])[n:7]1.[Cl:20][CH2:21][Cl:22].[F:10][c:11]1[n:12][cH:13][cH:14][cH:15][c:16]1[B:17]([OH:18])[OH:19].[Na+:27].[Na+:28].[O:29]1[CH2:30][CH2:31][O:32][CH2:33][CH2:34]1.[OH2:35]>>[c:2]1(-[c:16]2[c:11]([F:10])[n:12][cH:13][cH:14][cH:15]2)[cH:3][c:4]([NH2:9])[n:5][c:6]([CH3:8])[n:7]1. Reactants: FC1=C(C=C(C=C1)F)[N+](=O)[O-] (2,5-difluoronitrobenzene), NC1=C(SC=C1)C(=O)OC (methyl 3-aminothiophene-2-carboxylate). Solvent: C1=CC=CC=C1 (benzene). The product is FC1=CC(=C(NC2=C(SC=C2)C(=O)OC)C=C1)[N+](=O)[O-] (Methyl 3-(4-fluoro-2-nitroanilino)-thiophene-2-carboxylate). Reaction SMILES: F[C:2]1[CH:7]=[CH:6][C:5]([F:8])=[CH:4][C:3]=1[N+:9]([O-:11])=[O:10].[NH2:12][C:13]1[CH:17]=[CH:16][S:15][C:14]=1[C:18]([O:20][CH3:21])=[O:19]>C1C=CC=CC=1>[F:8][C:5]1[CH:6]=[CH:7][C:2]([NH:12][C:13]2[CH:17]=[CH:16][S:15][C:14]=2[C:18]([O:20][CH3:21])=[O:19])=[C:3]([N+:9]([O-:11])=[O:10])[CH:4]=1. Procedure details: The title compound was prepared using the process of Example 1(a) but with 2,5-difluoronitrobenzene and methyl 3-aminothiophene-2-carboxylate as starting materials, m.p. 172°-175° C. (benzene). Reactants: Cl (hydrogen chloride), C(C)(=O)OCC (ethyl acetate), FC=1C=CC(=C(C1)C1=CC=C2CCN(CC2=C1)C(=O)OC(C)(C)C)OCC1=NC=CC(=C1)C (1,1-Dimethylethyl 7-(5-fluoro-2-{[(4-methyl-2-pyridinyl)methyl]oxy}phenyl)-3,4-dihydro-2(1H)-isoquinolinecarboxylate), ice, [OH-].[Na+] (sodium hydroxide). The solvent is O1CCOCC1 (dioxane), O (water), O1CCOCC1 (dioxane). Conditions: time 8 hour. Product: FC=1C=CC(=C(C1)C1=CC=C2CCNCC2=C1)OCC1=NC=CC(=C1)C (7-(5-fluoro-2-{[(4-methyl-2-pyridinyl)methyl]oxy}phenyl)-1,2,3,4-tetrahydroisoquinoline). Reaction SMILES: [F:1][C:2]1[CH:3]=[CH:4][C:5]([O:25][CH2:26][C:27]2[CH:32]=[C:31]([CH3:33])[CH:30]=[CH:29][N:28]=2)=[C:6]([C:8]2[CH:17]=[C:16]3[C:11]([CH2:12][CH2:13][N:14](C(OC(C)(C)C)=O)[CH2:15]3)=[CH:10][CH:9]=2)[CH:7]=1.Cl.C(OCC)(=O)C.[OH-].[Na+]>O1CCOCC1.O>[F:1][C:2]1[CH:3]=[CH:4][C:5]([O:25][CH2:26][C:27]2[CH:32]=[C:31]([CH3:33])[CH:30]=[CH:29][N:28]=2)=[C:6]([C:8]2[CH:17]=[C:16]3[C:11]([CH2:12][CH2:13][NH:14][CH2:15]3)=[CH:10][CH:9]=2)[CH:7]=1 |f:3.4|. Procedure: 1,1-Dimethylethyl 7-(5-fluoro-2-{[(4-methyl-2-pyridinyl)methyl]oxy}phenyl)-3,4-dihydro-2(1H)-isoquinolinecarboxylate (0.169 g) was dissolved in dioxane (1 ml). This was ice cooled before adding dropwise a solution of hydrogen chloride in dioxane (2 ml). This was stirred at room temperature overnight before concentrating in vacuo. The residue obtained was dissolved in water and backwashed with ethyl acetate. The aqueous layer was neutralised with aqueous sodium hydroxide (1M) and extracted with e... Reactants: C(#N)C=1C=C(C=CC1OC1=CC=C(C=C1)NC(C1=CC(=C(C=C1)Cl)Cl)=O)C(C(=O)OC(C)(C)C)C (tert-butyl 2-(3-cyano-4-(4-(3,4-dichlorobenzamido)phenoxy)phenyl)propanoate), C(=O)(C(F)(F)F)O (TFA). Solvent: C(Cl)Cl (DCM). Reaction conditions: time 4 hour. The product is C(#N)C=1C=C(C=CC1OC1=CC=C(C=C1)NC(C1=CC(=C(C=C1)Cl)Cl)=O)C(C(=O)O)C (2-(3-cyano-4-(4-(3,4-dichlorobenzamido)phenoxy)phenyl)propanoic acid). Yield: 78.0%. As a reaction SMILES: [C:1]([C:3]1[CH:4]=[C:5]([CH:27]([CH3:35])[C:28]([O:30]C(C)(C)C)=[O:29])[CH:6]=[CH:7][C:8]=1[O:9][C:10]1[CH:15]=[CH:14][C:13]([NH:16][C:17](=[O:26])[C:18]2[CH:23]=[CH:22][C:21]([Cl:24])=[C:20]([Cl:25])[CH:19]=2)=[CH:12][CH:11]=1)#[N:2].C(O)(C(F)(F)F)=O>C(Cl)Cl>[C:1]([C:3]1[CH:4]=[C:5]([CH:27]([CH3:35])[C:28]([OH:30])=[O:29])[CH:6]=[CH:7][C:8]=1[O:9][C:10]1[CH:11]=[CH:12][C:13]([NH:16][C:17](=[O:26])[C:18]2[CH:23]=[CH:22][C:21]([Cl:24])=[C:20]([Cl:25])[CH:19]=2)=[CH:14][CH:15]=1)#[N:2]. Procedure: To a stirred solution of tert-butyl 2-(3-cyano-4-(4-(3,4-dichlorobenzamido)phenoxy)phenyl)propanoate (25 mg, 0.049 mmol) in DCM (1 ml) was added TFA (250 μl). The reaction was stirred at ambient temperature for 4 hours and then concentrated. The crude product was purified via preparative TLC (5% MeOH/DCM) to give 2-(3-cyano-4-(4-(3,4-dichlorobenzamido)phenoxy)phenyl)propanoic acid (0.0174 g, 0.0382 mmol, 78%). 1H NMR (400 MHz, CDCl3): 8.04 (bs, N—H), 7.96 (s, 1H), 7.64-7.71 (m, 3H), 7.61 (s, 1H)... Starting materials: BrCCOCCBr, O=C([O-])[O-], CC#N, [I-], [Na+], [Na+], [Na+], Nc1cccc(Oc2ccc3c(c2)S(=O)(=O)NC2CCCN32)c1. Yields the product O=S1(=O)NC2CCCN2c2ccc(Oc3cccc(N4CCOCC4)c3)cc21. Reaction SMILES: [Br:32][CH2:33][CH2:34][O:35][CH2:36][CH2:37][Br:38].[C:24](=[O:25])([O-:26])[O-:27].[CH3:39][C:40]#[N:41].[I-:30].[Na+:28].[Na+:29].[Na+:31].[O:1]=[S:2]1(=[O:23])[NH:3][CH:4]2[N:5]([c:6]3[c:7]1[cH:8][c:9]([O:12][c:13]1[cH:14][c:15]([NH2:19])[cH:16][cH:17][cH:18]1)[cH:10][cH:11]3)[CH2:20][CH2:21][CH2:22]2>>[O:1]=[S:2]1(=[O:23])[NH:3][CH:4]2[N:5]([c:6]3[c:7]1[cH:8][c:9]([O:12][c:13]1[cH:14][c:15]([N:19]4[CH2:33][CH2:34][O:35][CH2:36][CH2:37]4)[cH:16][cH:17][cH:18]1)[cH:10][cH:11]3)[CH2:20][CH2:21][CH2:22]2.